The task is: describe an organic reaction: reactants, conditions, products, and yield. This data is from the Open Reaction Database (ORD), a public repository of structured organic reaction records. Starting materials: FC1=C(C=C(C=C1)CC=1NC(=C(N1)C=1C=C2C=CC=NC2=CC1)C1=NC(=CC=C1)C)O (2-fluoro-5-((5-(6-methylpyridin-2-yl)-4-(quinolin-6-yl)-1H-imidazol-2-yl)methyl)phenol), ClCCC(=O)OC (methyl 3-chloropropanoate), C(=O)([O-])[O-].[K+].[K+] (K2CO3). The solvent is CC(=O)C (acetone), O (H2O). Run at temperature 60 celsius, time 20 hour. The product is FC1=C(OCC(=O)OC)C=C(C=C1)CC=1NC(=C(N1)C=1C=C2C=CC=NC2=CC1)C1=NC(=CC=C1)C (methyl 2-(2-fluoro-5-((5-(6-methylpyridin-2-yl)-4-(quinolin-6-yl)-1H-imidazol-2-yl)methyl)phenoxy)acetate). Yield: 75.1%. As a reaction SMILES: [F:1][C:2]1[CH:7]=[CH:6][C:5]([CH2:8][C:9]2[NH:10][C:11]([C:24]3[CH:29]=[CH:28][CH:27]=[C:26]([CH3:30])[N:25]=3)=[C:12]([C:14]3[CH:15]=[C:16]4[C:21](=[CH:22][CH:23]=3)[N:20]=[CH:19][CH:18]=[CH:17]4)[N:13]=2)=[CH:4][C:3]=1[OH:31].ClC[CH2:34][C:35]([O:37][CH3:38])=[O:36].C([O-])([O-])=O.[K+].[K+]>CC(C)=O.O>[F:1][C:2]1[CH:7]=[CH:6][C:5]([CH2:8][C:9]2[NH:10][C:11]([C:24]3[CH:29]=[CH:28][CH:27]=[C:26]([CH3:30])[N:25]=3)=[C:12]([C:14]3[CH:15]=[C:16]4[C:21](=[CH:22][CH:23]=3)[N:20]=[CH:19][CH:18]=[CH:17]4)[N:13]=2)=[CH:4][C:3]=1[O:31][CH2:34][C:35]([O:37][CH3:38])=[O:36] |f:2.3.4|. Procedure details: To a stirred solution of 2-fluoro-5-((5-(6-methylpyridin-2-yl)-4-(quinolin-6-yl)-1H-imidazol-2-yl)methyl)phenol (Example 81) (100 mg, 0.244 mmol) in acetone (5 mL) were added methyl 3-chloropropanoate (32 uL, 0.366 mmol) and K2CO3 (67 mg, 0.488 mmol) and the mixture was stirred at 60° C. for 20 hours. The reaction mixture was cooled to room temperature, diluted with H2O (20 mL), and extracted with CH2Cl2 (5 mL, 3 times). The organic layer was dried over Na2SO4, filtered, and evaporated under red... Starting materials: BrC=1C=CC(=NC1)N[C@@H]1[C@H](CCC1)NC(C1=C(C=CC=C1)N1N=CC=N1)=O (N-[(1S,2S)-2-[(5-Bromopyridin-2-yl)amino]cyclopentyl]-2-(2H-1,2,3-triazol-2-yl)benzamide), BrC=1C=C(C(=NC1)Cl)OC (5-bromo-2-chloro-3-methoxypyridine), BrC=1C=C(C(=NC1)Cl)OC (5-bromo-2-chloro-3-methoxypyridine), CC(C)([O-])C.[Na+] (sodium tert-butoxide), C=1C=CC(=CC1)P(C=2C=CC=CC2)C3=CC=C4C=CC=CC4=C3C5=C6C=CC=CC6=CC=C5P(C=7C=CC=CC7)C=8C=CC=CC8 (BINAP), Cl.N[C@@H]1[C@H](CCC1)NC(C1=C(C=CC=C1)N1N=CC=N1)=O (N-[(1S,2S)-2-aminocyclopentyl]-2-(2H-1,2,3-triazol-2-yl)benzamide hydrochloride), Cl.N[C@@H]1[C@H](CCC1)NC(C1=C(C=CC=C1)N1N=CC=N1)=O (N-[(1S,2S)-2-aminocyclopentyl]-2-(2H-1,2,3-triazol-2-yl)benzamide hydrochloride). The reagents and catalysts are C=1C=CC(=CC1)/C=C/C(=O)/C=C/C2=CC=CC=C2.C=1C=CC(=CC1)/C=C/C(=O)/C=C/C2=CC=CC=C2.C=1C=CC(=CC1)/C=C/C(=O)/C=C/C2=CC=CC=C2.[Pd].[Pd] (tris(dibenzylideneacetone)dipalladium(0)). Reaction conditions: temperature 100 celsius. Yields the product BrC=1C=C(C(=NC1)N[C@@H]1[C@H](CCC1)NC(C1=C(C=CC=C1)N1N=CC=N1)=O)OC (N-[(1S,2S)-2-[(5-Bromo-3-methoxypyridin-2-yl)amino]cyclopentyl]-2-(2H-1,2,3-triazol-2-yl)benzamide). Reaction SMILES: [Br:1][C:2]1[CH:3]=[CH:4][C:5]([NH:8][C@H:9]2[CH2:13][CH2:12][CH2:11][C@@H:10]2[NH:14][C:15](=[O:27])[C:16]2[CH:21]=[CH:20][CH:19]=[CH:18][C:17]=2[N:22]2[N:26]=[CH:25][CH:24]=[N:23]2)=[N:6][CH:7]=1.Cl.N[C@H]1CCC[C@@H]1N[C:36](=[O:48])C1C=CC=CC=1N1N=CC=N1.BrC1C=C(OC)C(Cl)=NC=1.CC(C)([O-])C.[Na+].C1C=CC(P(C2C(C3C(P(C4C=CC=CC=4)C4C=CC=CC=4)=CC=C4C=3C=CC=C4)=C3C(C=CC=C3)=CC=2)C2C=CC=CC=2)=CC=1>C1C=CC(/C=C/C(/C=C/C2C=CC=CC=2)=O)=CC=1.C1C=CC(/C=C/C(/C=C/C2C=CC=CC=2)=O)=CC=1.C1C=CC(/C=C/C(/C=C/C2C=CC=CC=2)=O)=CC=1.[Pd].[Pd]>[Br:1][C:2]1[CH:3]=[C:4]([O:48][CH3:36])[C:5]([NH:8][C@H:9]2[CH2:13][CH2:12][CH2:11][C@@H:10]2[NH:14][C:15](=[O:27])[C:16]2[CH:21]=[CH:20][CH:19]=[CH:18][C:17]=2[N:22]2[N:26]=[CH:25][CH:24]=[N:23]2)=[N:6][CH:7]=1 |f:1.2,4.5,7.8.9.10.11|. Reported procedure: Prepared according to the procedure for N-[(1S,2S)-2-[(5-bromopyridin-2-yl)amino]cyclopentyl]-2-(2H-1,2,3-triazol-2-yl)benzamide (Example 118) from N-[(1S,2S)-2-amino cyclopentyl]-2-(2H-1,2,3-triazol-2-yl)benzamide hydrochloride (Intermediate 4; 300 mg, 0.98 mmol) and 5-bromo-2-chloro-3-methoxypyridine (CAS number 286947-03-3; 260 mg, 1.17 mmol) except after heating overnight, to this was then added further 5-bromo-2-chloro-3-methoxypyridine (CAS number 286947-03-3; 260 mg, 1.17 mmol), sodium te... The reactants are ClCC1OCCC2=CC(=CC=C12)OC (1-chloromethyl-6-methoxyisochroman), C(C)NCC (diethylamine), C(\C=C\C(=O)[O-])(=O)[O-] (fumarate). The product is C(\C=C\C(=O)O)(=O)O.C(C)N(CC)CC1OCCC2=CC(=CC=C12)OC (1-diethylaminomethyl-6-methoxyisochroman fumarate). Reaction SMILES: Cl[CH2:2][CH:3]1[C:12]2[C:7](=[CH:8][C:9]([O:13][CH3:14])=[CH:10][CH:11]=2)[CH2:6][CH2:5][O:4]1.[C:15]([O-:22])(=[O:21])/[CH:16]=[CH:17]/[C:18]([O-:20])=[O:19].[CH2:23]([NH:25][CH2:26][CH3:27])[CH3:24]>>[C:15]([OH:22])(=[O:21])/[CH:16]=[CH:17]/[C:18]([OH:20])=[O:19].[CH2:23]([N:25]([CH2:2][CH:3]1[C:12]2[C:7](=[CH:8][C:9]([O:13][CH3:14])=[CH:10][CH:11]=2)[CH2:6][CH2:5][O:4]1)[CH2:26][CH3:27])[CH3:24] |f:3.4|. Procedure: A mixture of 5.0 g of 1-chloromethyl-6-methoxyisochroman and 30 ml of diethylamine was heated in a sealed tube at 150°-160° C for 21 hours and, after cooling, the reaction mixture was concentrated under reduced pressure. The residue was diluted with 100 ml of water and extracted with chloroform. The extract was rinsed with water, dried and concentrated under reduced pressure. The residue was chromatographed on a column of silica gel, and elution was carried out with a 1:2 mixture of benzene and ... The reactants are [Al+3].[Cl-].[Cl-].[Cl-] (AlCl3), O (water), COC1=CC=C(C=C1)C1=CC2=C(S1)C=C(C=C2)OC (2-(4'-methoxyphenyl)-6-methoxybenzo[b]thiophene), COC=1C=C(C(=O)Cl)C=C(C1OC)OC (3,4,5-trimethoxybenzoyl chloride). The solvent is C(Cl)Cl (CH2Cl2), C(C)(=O)OCC (ethyl acetate), C(Cl)Cl (CH2Cl2). Product: COC1=CC=C(C=C1)C1=CC2=C(S1)C=C(C=C2)OC (2-(4'-methoxyphenyl)-6-methoxybenzo[b]thiophene), COC=1C=C(C(=O)C=2C3=C(SC2C2=CC=C(C=C2)OC)C=C(C=C3)OC)C=C(C1OC)OC (3-(3',4',5'-trimethoxybenzoyl)-2-(4'-methoxyphenyl)-6-methoxybenzo [b]thiophene). The yield is 125.4%. Reaction SMILES: [CH3:1][O:2][C:3]1[CH:8]=[CH:7][C:6]([C:9]2[S:13][C:12]3[CH:14]=[C:15]([O:18][CH3:19])[CH:16]=[CH:17][C:11]=3[CH:10]=2)=[CH:5][CH:4]=1.[CH3:20][O:21][C:22]1[CH:23]=[C:24]([CH:28]=[C:29]([O:33][CH3:34])[C:30]=1[O:31][CH3:32])[C:25](Cl)=[O:26].[Al+3].[Cl-].[Cl-].[Cl-].O>C(Cl)Cl.C(OCC)(=O)C>[CH3:1][O:2][C:3]1[CH:8]=[CH:7][C:6]([C:9]2[S:13][C:12]3[CH:14]=[C:15]([O:18][CH3:19])[CH:16]=[CH:17][C:11]=3[CH:10]=2)=[CH:5][CH:4]=1.[CH3:34][O:33][C:29]1[CH:28]=[C:24]([CH:23]=[C:22]([O:21][CH3:20])[C:30]=1[O:31][CH3:32])[C:25]([C:10]1[C:11]2[CH:17]=[CH:16][C:15]([O:18][CH3:19])=[CH:14][C:12]=2[S:13][C:9]=1[C:6]1[CH:7]=[CH:8][C:3]([O:2][CH3:1])=[CH:4][CH:5]=1)=[O:26] |f:2.3.4.5|. Procedure: 2-(4'-methoxyphenyl)-6-methoxybenzo[b]thiophene 5 was prepared according to the procedure of Kost et al. To a well-stirred solution of 5 (0.500 g, 1.85 mmol) and 3,4,5-trimethoxybenzoyl chloride (0.640 g, 2.77 mmol) in CH2Cl2 (20 ml), was added AlCl3 (0.123 g, 0.925 mmol) portion-wise over a 15 minute period. After 5 hours (total reaction time), water was added, and the product was isolated initially by extraction with CH2Cl2 and subsequently by extraction with ethyl acetate (EtOAc). The organic... Reactants: C1CCNCC1, CN(C)C=O, CC(C)(C(NC(=O)OCC1c2ccccc2-c2ccccc21)C(=O)O)S(C)(=O)=O. Yields the product CC(C)(C(O)C(=O)O)S(C)(=O)=O. RXN SMILES: [CH2:30]1[CH2:31][CH2:32][NH:33][CH2:34][CH2:35]1.[CH3:36][N:37]([CH3:38])[CH:40]=[O:39].[cH:1]1[c:2]2[c:15]([cH:16][cH:17][cH:18]1)-[c:10]1[c:9]([cH:14][cH:13][cH:12][cH:11]1)[CH:3]2[CH2:4][O:5][C:6]([NH:7][CH:19]([C:20]([CH3:21])([CH3:22])[S:23](=[O:24])(=[O:25])[CH3:26])[C:27](=[O:28])[OH:29])=[O:8]>>[CH:19]([C:20]([CH3:21])([CH3:22])[S:23](=[O:24])(=[O:25])[CH3:26])([C:27](=[O:28])[OH:29])[OH:39]. Starting materials: FC(OC1=CC=C(OC2=CC=C(OC(C(=O)O)C)C=C2)C=C1)(F)F (2-[[4-[4-(trifluoromethoxy)phenoxy]phenoxy]]propanoic acid), S(=O)(Cl)Cl (thionyl chloride). The solvent is CN(C)C=O (DMF). Product: FC(OC1=CC=C(OC2=CC=C(OC(C(=O)Cl)C)C=C2)C=C1)(F)F (2-[[4-[4-(trifluoromethoxy)phenoxy]-phenoxy]]propanoyl chloride). As a reaction SMILES: [F:1][C:2]([F:24])([F:23])[O:3][C:4]1[CH:22]=[CH:21][C:7]([O:8][C:9]2[CH:20]=[CH:19][C:12]([O:13][CH:14]([CH3:18])[C:15](O)=[O:16])=[CH:11][CH:10]=2)=[CH:6][CH:5]=1.S(Cl)([Cl:27])=O>CN(C=O)C>[F:1][C:2]([F:24])([F:23])[O:3][C:4]1[CH:22]=[CH:21][C:7]([O:8][C:9]2[CH:20]=[CH:19][C:12]([O:13][CH:14]([CH3:18])[C:15]([Cl:27])=[O:16])=[CH:11][CH:10]=2)=[CH:6][CH:5]=1. Procedure: To 17.11 g. (0.05 mole) of 2-[[4-[4-(trifluoromethoxy)phenoxy]phenoxy]]propanoic acid is added 1 ml. of DMF, followed by 50 ml. of thionyl chloride. After evolution of HCl ceases, the thionyl chloride excess is removed in vacuum. The residue is extracted with methylene chloride and the methylene chloride solution washed with ice water, dried, and the solvent removed, leaving 2-[[4-[4-(trifluoromethoxy)phenoxy]-phenoxy]]propanoyl chloride.